This data is from the Open Reaction Database (ORD), a public repository of structured organic reaction records. The task is: describe an organic reaction: reactants, conditions, products, and yield Reactants: FC1=CC=C(C(=O)C2CCN(CC2)CCCCN2C(N(C=3C(C2=O)=CSC3)CCC(=O)OC)=O)C=C1 (methyl 3-[3-[4-[4-(4-fluorobenzoyl)piperidin-1-yl]butyl]-2,4-dioxothieno[3,4-d]pyrimidin-1-yl]propanoate), carboxylic acid. The solvent is CCOCC (ether). The product is FC1=CC=C(C(=O)C2CCN(CC2)CCCCN2C(N(C=3C(C2=O)=CSC3)CCC(=O)O)=O)C=C1 (3-[3-[4-[4-(4-fluorobenzoyl)piperidin-1-yl]butyl]-2,4-dioxothieno[3,4-d]pyrimidin-1-yl]propanoic acid). Yield: 86.8%. As a reaction SMILES: [F:1][C:2]1[CH:36]=[CH:35][C:5]([C:6]([CH:8]2[CH2:13][CH2:12][N:11]([CH2:14][CH2:15][CH2:16][CH2:17][N:18]3[C:23](=[O:24])[C:22]4=[CH:25][S:26][CH:27]=[C:21]4[N:20]([CH2:28][CH2:29][C:30]([O:32]C)=[O:31])[C:19]3=[O:34])[CH2:10][CH2:9]2)=[O:7])=[CH:4][CH:3]=1>CCOCC>[F:1][C:2]1[CH:3]=[CH:4][C:5]([C:6]([CH:8]2[CH2:9][CH2:10][N:11]([CH2:14][CH2:15][CH2:16][CH2:17][N:18]3[C:23](=[O:24])[C:22]4=[CH:25][S:26][CH:27]=[C:21]4[N:20]([CH2:28][CH2:29][C:30]([OH:32])=[O:31])[C:19]3=[O:34])[CH2:12][CH2:13]2)=[O:7])=[CH:35][CH:36]=1. Reported procedure: The above ester (1.6 g, 3.1 mmol) was hydrolyzed to its corresponding carboxylic acid as described in Example 1. There was obtained 1.35 g (86.7%) of 3-[3-[4-[4-(4-fluorobenzoyl)piperidin-1-yl]butyl]-2,4-dioxothieno[3,4-d]pyrimidin-1-yl]propanoic acid after trituration with ether.